This data is from the Open Reaction Database (ORD), a public repository of structured organic reaction records. The task is: describe an organic reaction: reactants, conditions, products, and yield Reactants: BrCCCCOCCCCC1C(COC2=CC(=CC=C12)OCOC)(C)C1=CC=C(C=C1)OCOC ((3RS,4RS)-4-(9-bromo-5-oxanonyl)-7-methoxymethoxy-3-(4-(methoxymethoxy)phenyl)-3-methylchroman), CCCCCC (n-hexane), CS(=O)C (DMSO), [N-]=[N+]=[N-].[Na+] (sodium azide). Run in C(C)(=O)OCC (ethyl acetate). Reaction conditions: temperature 80 celsius, time 3 hour. Product: N(=[N+]=[N-])CCCCOCCCCC1C(COC2=CC(=CC=C12)OCOC)(C)C1=CC=C(C=C1)OCOC ((3RS,4RS)-4-(9-azido-5-oxanonyl)-7-methoxymethoxy-3-(4-(methoxymethoxy)phenyl)-3-methylchroman). RXN SMILES: Br[CH2:2][CH2:3][CH2:4][CH2:5][O:6][CH2:7][CH2:8][CH2:9][CH2:10][CH:11]1[C:20]2[C:15](=[CH:16][C:17]([O:21][CH2:22][O:23][CH3:24])=[CH:18][CH:19]=2)[O:14][CH2:13][C:12]1([C:26]1[CH:31]=[CH:30][C:29]([O:32][CH2:33][O:34][CH3:35])=[CH:28][CH:27]=1)[CH3:25].CS(C)=O.[N-:40]=[N+:41]=[N-:42].[Na+].CCCCCC>C(OCC)(=O)C>[N:40]([CH2:2][CH2:3][CH2:4][CH2:5][O:6][CH2:7][CH2:8][CH2:9][CH2:10][CH:11]1[C:20]2[C:15](=[CH:16][C:17]([O:21][CH2:22][O:23][CH3:24])=[CH:18][CH:19]=2)[O:14][CH2:13][C:12]1([C:26]1[CH:31]=[CH:30][C:29]([O:32][CH2:33][O:34][CH3:35])=[CH:28][CH:27]=1)[CH3:25])=[N+:41]=[N-:42] |f:2.3|. Procedure details: To (3RS,4RS)-4-(9-bromo-5-oxanonyl)-7-methoxymethoxy-3-(4-(methoxymethoxy)phenyl)-3-methylchroman (276 mg, 0.5 mmol) in. DMSO was added sodium azide (65.1 mg, 1 mmol). The mixture was stirred at 80° C. for 3 h. After cooling, the mixture was extracted with ethyl acetate, dried over MgSO4, and filtered. The filtrate was evaporated under reduced pressure, and the concentrate thus obtained was subjected to silica gel column chromatography (n-hexane:ethyl acetate=10:1) to give 269 mg (yield. 100%) o... The reactants are C(OCC1=CC=CC=2C3=CC=CC=C3CC12)(ON1C(CCC1=O)=O)=O (fluorenylmethyl succinimidyl carbonate), C(C)(C)(C)OC(=O)NCCN (mono tert-butyloxycarbonylethylenediamine). RXN SMILES: [C:1](=O)([O:17]N1C(=O)CCC1=O)[O:2][CH2:3][C:4]1[C:16]2[CH2:15][C:14]3[C:9](=[CH:10][CH:11]=[CH:12][CH:13]=3)[C:8]=2[CH:7]=[CH:6][CH:5]=1.[C:26]([O:30][C:31]([NH:33][CH2:34][CH2:35][NH2:36])=[O:32])([CH3:29])([CH3:28])[CH3:27]>C(#N)C.C([O-])([O-])=O.[Na+].[Na+]>[C:26]([O:30][C:31]([NH:33][CH2:34][CH2:35][NH:36][C:1]([O:2][CH2:3][C:4]1[C:16]2[CH2:15][C:14]3[C:9](=[CH:10][CH:11]=[CH:12][CH:13]=3)[C:8]=2[CH:7]=[CH:6][CH:5]=1)=[O:17])=[O:32])([CH3:29])([CH3:28])[CH3:27] |f:3.4.5|. Yields the product C(C)(C)(C)OC(=O)NCCNC(=O)OCC1=CC=CC=2C3=CC=CC=C3CC12 (N-tert.butyloxycarbonyl-N'-fluorenylmethyloxycarbonylethylenediamine). Solvent: C(=O)([O-])[O-].[Na+].[Na+] (Na2CO3), C(C)#N (acetonitrile). Procedure details: A solution of fluorenylmethyl succinimidyl carbonate (31.0 g, 0.092 mol) in acetonitrile (300.0 ml) was slowly added to mono tert-butyloxycarbonylethylenediamine (10.0 g, 0.063 mol) dissolved in 10% aq. Na2CO3 (250 ml). Acetonitrile was evaporated and the product was extracted with ethyl acetate, organic phase was dried over Na2CO3, concentrated and the product was allowed to crystallize by adding petroleum ether. The product was collected on filter, washed with petroleum ether. Yield 20.0 g (84... The reactants are C(C)OC(CN1C=CC2=CC=C(C=C12)CC(N(CC#CC1=CC=C(C=C1)OC(F)(F)F)C)=O)=O ([6-({methyl-[3-(4-trifluoromethoxy-phenyl)-prop-2-ynyl]-carbamoyl}-methyl)-indol-1-yl]-acetic acid ethyl ester), [Li+].[OH-] (LiOH). Yields the product CN(C(=O)CC1=CC=C2C=CN(C2=C1)CC(=O)O)CC#CC1=CC=C(C=C1)OC(F)(F)F ([6-({Methyl-[3-(4-trifluoromethoxy-phenyl)-prop-2-ynyl]-carbamoyl}-methyl)-indol-1-yl]-acetic acid). Reaction SMILES: C([O:3][C:4](=[O:34])[CH2:5][N:6]1[C:14]2[C:9](=[CH:10][CH:11]=[C:12]([CH2:15][C:16](=[O:33])[N:17]([CH3:32])[CH2:18][C:19]#[C:20][C:21]3[CH:26]=[CH:25][C:24]([O:27][C:28]([F:31])([F:30])[F:29])=[CH:23][CH:22]=3)[CH:13]=2)[CH:8]=[CH:7]1)C.[Li+].[OH-]>>[CH3:32][N:17]([CH2:18][C:19]#[C:20][C:21]1[CH:22]=[CH:23][C:24]([O:27][C:28]([F:31])([F:29])[F:30])=[CH:25][CH:26]=1)[C:16]([CH2:15][C:12]1[CH:13]=[C:14]2[C:9]([CH:8]=[CH:7][N:6]2[CH2:5][C:4]([OH:34])=[O:3])=[CH:10][CH:11]=1)=[O:33] |f:1.2|. Procedure: In analogy to the procedure described for example 1 e], [6-({methyl-[3-(4-trifluoromethoxy-phenyl)-prop-2-ynyl]-carbamoyl}-methyl)-indol-1-yl]-acetic acid ethyl ester was treated with LiOH to obtain the title compound as yellow crystals. Starting materials: C(C)(C)(C)OC(NC1=C(C=C(C(=C1)OCCC)C(F)(F)F)N)=O ((2-amino-5-propoxy-4-trifluoromethyl-phenyl)-carbamic acid tert-butyl ester), C(C)(C)(C)OC(CC(C1=CC(=CC=C1)C=1C=NC=CC1)=O)=O (3-oxo-3-(3-pyridin-3-yl-phenyl)-propionic acid tert-butyl ester). Yields the product C(C)(C)(C)OC(NC1=C(C=C(C(=C1)OCCC)C(F)(F)F)NC(CC(C1=CC(=CC=C1)C=1C=NC=CC1)=O)=O)=O ({2-[3-Oxo-3-(3-pyridin-3-yl-phenyl)-propionylamino]-5-propoxy-4-trifluoromethyl-phenyl}-carbamic acid tert-butyl ester), foam. The yield is 88.0%. Reaction SMILES: [C:1]([O:5][C:6](=[O:23])[NH:7][C:8]1[CH:13]=[C:12]([O:14][CH2:15][CH2:16][CH3:17])[C:11]([C:18]([F:21])([F:20])[F:19])=[CH:10][C:9]=1[NH2:22])([CH3:4])([CH3:3])[CH3:2].C([O:28][C:29](=O)[CH2:30][C:31](=[O:44])[C:32]1[CH:37]=[CH:36][CH:35]=[C:34]([C:38]2[CH:39]=[N:40][CH:41]=[CH:42][CH:43]=2)[CH:33]=1)(C)(C)C>>[C:1]([O:5][C:6](=[O:23])[NH:7][C:8]1[CH:13]=[C:12]([O:14][CH2:15][CH2:16][CH3:17])[C:11]([C:18]([F:21])([F:20])[F:19])=[CH:10][C:9]=1[NH:22][C:29](=[O:28])[CH2:30][C:31](=[O:44])[C:32]1[CH:37]=[CH:36][CH:35]=[C:34]([C:38]2[CH:39]=[N:40][CH:41]=[CH:42][CH:43]=2)[CH:33]=1)([CH3:2])([CH3:3])[CH3:4]. Procedure: The title compound was prepared from (2-amino-5-propoxy-4-trifluoromethyl-phenyl)-carbamic acid tert-butyl ester (Example J35) (251 mg, 0.75 mmol) and 3-oxo-3-(3-pyridin-3-yl-phenyl)-propionic acid tert-butyl ester (Example K1) (223 mg, 0.75 mmol) according to the general procedure M. Obtained as a yellow foam (369 mg, 88%). Reaction SMILES: [CH2:1]([c:2]1[cH:3][cH:4][cH:5][cH:6][cH:7]1)[O:8][c:9]1[c:10]([C:33](=[O:34])[O:35][CH3:36])[n:11][n:12]([CH:18]([CH2:19][NH:20][C:21](=[O:22])[O:23][C:14]([CH3:15])([CH3:16])[CH3:17])[C:28](=[O:29])[O:30][CH2:31][CH3:32])[c:13]1[C:24]([O:25][CH3:26])=[O:27].[CH3:48][CH2:49][O:50][C:51]([CH3:52])=[O:53].[Cl:44][CH:45]([Cl:46])[Cl:47].[F:37][C:38]([F:39])([F:40])[C:41]([OH:42])=[O:43]>>[CH2:1]([c:2]1[cH:3][cH:4][cH:5][cH:6][cH:7]1)[O:8][c:9]1[c:10]([C:33](=[O:34])[O:35][CH3:36])[n:11][n:12]2[c:13]1[C:21](=[O:23])[NH:20][CH2:19][CH:18]2[C:28](=[O:29])[O:30][CH2:31][CH3:32]. Product: CCOC(=O)C1CNC(=O)c2c(OCc3ccccc3)c(C(=O)OC)nn21. The reactants are CCOC(=O)C(CNC(=O)OC(C)(C)C)n1nc(C(=O)OC)c(OCc2ccccc2)c1C(=O)OC, CCOC(C)=O, ClC(Cl)Cl, O=C(O)C(F)(F)F.